This data is from the Open Reaction Database (ORD), a public repository of structured organic reaction records. The task is: describe an organic reaction: reactants, conditions, products, and yield Reactants: C(CCC)C=1N(C=2N(N1)C(=C(N2)C2=CC=CC=C2)C)CC2=CC=C(C=C2)C2=C(C=CC=C2)C#N (2-butyl-3-[(2'-cyanobiphenyl-4-yl)methyl]-6-methyl-5-phenyl-3H-imidazo[1,2-b][1,2,4]triazole), C[Sn](C)(C)N=[N+]=[N-] (trimethyltin azide), C1(=CC=CC=C1)C (toluene). The solvent is C(Cl)Cl (CH2Cl2), C(Cl)Cl (CH2Cl2). The product is C(CCC)C=1N(C=2N(N1)C(=C(N2)C2=CC=CC=C2)C)CC2=CC=C(C=C2)C2=C(C=CC=C2)C2=NN=NN2 (2-Butyl-6-methyl-5-phenyl-3-[[2'-(5-tetrazolyl)biphenyl-4-yl]methyl]-3H-imidazo[1,2-b][1,2,4]triazole). The yield is 38.8%. RXN SMILES: [CH2:1]([C:5]1[N:6]([CH2:20][C:21]2[CH:26]=[CH:25][C:24]([C:27]3[CH:32]=[CH:31][CH:30]=[CH:29][C:28]=3[C:33]#[N:34])=[CH:23][CH:22]=2)[C:7]2[N:8]([C:10]([CH3:19])=[C:11]([C:13]3[CH:18]=[CH:17][CH:16]=[CH:15][CH:14]=3)[N:12]=2)[N:9]=1)[CH2:2][CH2:3][CH3:4].C[Sn]([N:39]=[N+:40]=[N-:41])(C)C.C1(C)C=CC=CC=1>C(Cl)Cl>[CH2:1]([C:5]1[N:6]([CH2:20][C:21]2[CH:22]=[CH:23][C:24]([C:27]3[CH:32]=[CH:31][CH:30]=[CH:29][C:28]=3[C:33]3[NH:41][N:40]=[N:39][N:34]=3)=[CH:25][CH:26]=2)[C:7]2[N:8]([C:10]([CH3:19])=[C:11]([C:13]3[CH:18]=[CH:17][CH:16]=[CH:15][CH:14]=3)[N:12]=2)[N:9]=1)[CH2:2][CH2:3][CH3:4]. Reported procedure: A mixture of 95.0 mg (0.213 mmol) of 2-butyl-3-[(2'-cyanobiphenyl-4-yl)methyl]-6-methyl-5-phenyl-3H-imidazo[1,2-b][1,2,4]triazole (from Step F), 158 mg (0.769 mmol) of trimethyltin azide, and 2.0 ml of toluene was stirred at reflux under N2 for 24 hours. The mixture was concentrated in vacuo, and the residue was treated with 3 ml of dry MeOH and 1.0 g of silica gel. The resulting mixture was stirred at room temperature in a stoppered flask overnight. The solvent was removed by rotary evaporation... The reactants are IC1=CC=C(N)C=C1 (4-iodoaniline), C1=2C(=O)OC(NC1=CC=CC2)=O (isatoic anhydride). Solvent: C(C)(=O)OCC (ethyl acetate), CN(C=O)C (N,N-dimethylformamide). Conditions: temperature 115 celsius. Product: NC1=C(C(=O)NC2=CC=C(C=C2)I)C=CC=C1 (2-amino-N-(4-iodo-phenyl)-benzamide). As a reaction SMILES: [I:1][C:2]1[CH:8]=[CH:7][C:5]([NH2:6])=[CH:4][CH:3]=1.[C:9]12[C:15](=[CH:16][CH:17]=[CH:18][CH:19]=1)[NH:14]C(=O)O[C:10]2=[O:11]>CN(C)C=O.C(OCC)(=O)C>[NH2:14][C:15]1[CH:16]=[CH:17][CH:18]=[CH:19][C:9]=1[C:10]([NH:6][C:5]1[CH:7]=[CH:8][C:2]([I:1])=[CH:3][CH:4]=1)=[O:11]. Reported procedure: To a solution of 4-iodoaniline (4.03 g, 18.4 mmol) in N,N-dimethylformamide (20 mL) was added isatoic anhydride (3.00 g, 18.4 mmol), and the reaction mixture was heated at 115° C. for 14 hours. The reaction mixture was cooled to room temperature and diluted with ethyl acetate (100 mL). The organic layer was washed with 1 N NaOH (200 mL), water (100 mL), then brine, and dried over Na2SO4. The solvent was removed under reduced pressure to give crude product, which was purified by column chromatogr... Starting materials: Cl (HCl), [Si](C)(C)(C(C)(C)C)OC[C@H](C)OC[C@@H](C(=O)NC1=NC=C(C=C1)Cl)OC1=C2C(=NC=N1)N(N=C2)C2=NC=CC=C2Cl ((2S)-3-((S)-1-(tert-butyldimethylsilyloxy)propan-2-yloxy)-N-(5-chloropyridin-2-yl)-2-(1-(3-chloropyridin-2-yl)-1H-pyrazolo[3,4-d]pyrimidin-4-yloxy)propanamide). The solvent is C1CCOC1 (THF), O (water). Run at time 10 minute. Product: ClC=1C=CC(=NC1)NC([C@H](CO[C@H](CO)C)OC1=C2C(=NC=N1)N(N=C2)C2=NC=CC=C2Cl)=O ((2S)—N-(5-chloropyridin-2-yl)-2-(1-(3-chloropyridin-2-yl)-1H-pyrazolo[3,4-d]pyrimidin-4-yloxy)-3-((S)-1-hydroxypropan-2-yloxy)propanamide). The yield is 71.5%. RXN SMILES: Cl.[Si]([O:9][CH2:10][C@@H:11]([O:13][CH2:14][C@H:15]([O:26][C:27]1[N:32]=[CH:31][N:30]=[C:29]2[N:33]([C:36]3[C:41]([Cl:42])=[CH:40][CH:39]=[CH:38][N:37]=3)[N:34]=[CH:35][C:28]=12)[C:16]([NH:18][C:19]1[CH:24]=[CH:23][C:22]([Cl:25])=[CH:21][N:20]=1)=[O:17])[CH3:12])(C(C)(C)C)(C)C>C1COCC1.O>[Cl:25][C:22]1[CH:23]=[CH:24][C:19]([NH:18][C:16](=[O:17])[C@@H:15]([O:26][C:27]2[N:32]=[CH:31][N:30]=[C:29]3[N:33]([C:36]4[C:41]([Cl:42])=[CH:40][CH:39]=[CH:38][N:37]=4)[N:34]=[CH:35][C:28]=23)[CH2:14][O:13][C@@H:11]([CH3:12])[CH2:10][OH:9])=[N:20][CH:21]=1. Procedure: HCl (4M in Dioxane) (0.606 mL, 2.42 mmol) was added to (2S)-3-((S)-1-(tert-butyldimethylsilyloxy)propan-2-yloxy)-N-(5-chloropyridin-2-yl)-2-(1-(3-chloropyridin-2-yl)-1H-pyrazolo[3,4-d]pyrimidin-4-yloxy)propanamide (Intermediate AO4) (300 mg, 0.48 mmol) in THF (5 mL) and water (0.5 mL) at room temperature. The resulting solution was stirred at room temperature for 10 minutes. The reaction mixture was evaporated and the residue partitioned between EtOAc (25 mL) and sat NaHCO3 (10 mL). The organic ...